Dataset: the Open Reaction Database (ORD), a public repository of structured organic reaction records. Task: describe an organic reaction: reactants, conditions, products, and yield The reactants are C(C)(C)(C)OC(=O)C1=NC=C(C=C1)OC1=CC=C(C=C1)NC(=O)OC(C)(C)C (5-(4-t-butoxycarbonylamino-phenoxy)-pyridine-2-carboxylic acid t-butyl ester), [H-].[H-].[H-].[H-].[Li+].[Al+3] (LiAlH4). Solvent: C1CCOC1 (THF), C1CCOC1 (THF). Conditions: temperature 0 celsius, time 2 hour. Product: C(C)(C)(C)OC(NC1=CC=C(C=C1)OC=1C=NC(=CC1)CO)=O ([4-(6-hydroxymethyl-pyridin-3-yloxy)-phenyl]-carbamic acid t-butyl ester). Yield: 92.4%. Reaction SMILES: C([O:5][C:6]([C:8]1[CH:13]=[CH:12][C:11]([O:14][C:15]2[CH:20]=[CH:19][C:18]([NH:21][C:22]([O:24][C:25]([CH3:28])([CH3:27])[CH3:26])=[O:23])=[CH:17][CH:16]=2)=[CH:10][N:9]=1)=O)(C)(C)C.[H-].[H-].[H-].[H-].[Li+].[Al+3]>C1COCC1>[C:25]([O:24][C:22](=[O:23])[NH:21][C:18]1[CH:17]=[CH:16][C:15]([O:14][C:11]2[CH:10]=[N:9][C:8]([CH2:6][OH:5])=[CH:13][CH:12]=2)=[CH:20][CH:19]=1)([CH3:28])([CH3:26])[CH3:27] |f:1.2.3.4.5.6|. Reported procedure: A solution of 5-(4-t-butoxycarbonylamino-phenoxy)-pyridine-2-carboxylic acid t-butyl ester (0.5 g, 1.3 mmol) in THF (2.0 ml) was added dropwise to a 0° C. suspension of LiAlH4 (0.1 g, 2.6 mmol) in dry THF (5.0 ml). The reaction was stirred at 0° C. for 2 h and was quenched with 10% aqueous NaOH (1.0 mL). The mixture was filtered and the filtrate was concentrated in vacuo to give [4-(6-hydroxymethyl-pyridin-3-yloxy)-phenyl]-carbamic acid t-butyl ester (0.38 g, 92% yield). MS (ESI) m/z: (M+H+) 317... The reactants are CNC(=CC(=O)OCC)NC (ethyl 3,3-dimethylaminoacrylate), C1(=CC=CC=C1)C (toluene), BrC1=C(C(=O)O)C=CC(=C1OC(F)F)Br (2.4-dibromo-3-(difluoromethoxy) benzoic acid), S(=O)(Cl)Cl (thionyl chloride), CN(C=O)C (N,N-dimethyl formamide), C1(=CC=CC=C1)C (toluene). Solvent: C(C)N(CC)CC (triethylamine), O (water). Run at temperature 35 celsius. Yields the product C1(CC1)NC=C(C(=O)OCC)C(C1=C(C(=C(C=C1)Br)OC(F)F)Br)=O (ethyl 3-cyclopropylamino-2-[2,4-dibromo-3(difluoromethoxy) benzoyl]-2-propenoate). Reaction SMILES: [Br:1][C:2]1[C:10]([O:11][CH:12]([F:14])[F:13])=[C:9]([Br:15])[CH:8]=[CH:7][C:3]=1[C:4]([OH:6])=O.S(Cl)(Cl)=O.CN(C)C=O.CN[C:27]([NH:34][CH3:35])=[CH:28][C:29]([O:31][CH2:32][CH3:33])=[O:30].[C:36]1(C)C=CC=C[CH:37]=1>O.C(N(CC)CC)C>[CH:35]1([NH:34][CH:27]=[C:28]([C:4](=[O:6])[C:3]2[CH:7]=[CH:8][C:9]([Br:15])=[C:10]([O:11][CH:12]([F:14])[F:13])[C:2]=2[Br:1])[C:29]([O:31][CH2:32][CH3:33])=[O:30])[CH2:37][CH2:36]1. Procedure: To a mixture of 2.4-dibromo-3-(difluoromethoxy) benzoic acid (10 g) and thionyl chloride (4.38 gm) was added a mixture of toluene (15 ml) and N,N-dimethyl formamide (0.2 ml). The reaction mixture was heated slowly to reflux and stirred at reflux for about 2.5 hours. The reaction mixture was then cooled to 35° C. and added a solution of ethyl 3,3-dimethylaminoacrylate (4.13 gm), and triethylamine (3.79 gm) in toluene (20 ml) drop-wise during a period of about 1 hour maintaining a temperature of 3...